From a dataset of the Open Reaction Database (ORD), a public repository of structured organic reaction records. describe an organic reaction: reactants, conditions, products, and yield The reactants are CCOC(Cc1ccc(-c2cccc(CNCC(=O)OC(C)(C)C)c2)cc1)C(=O)OC, CO, CCOC(C)=O, Cl, [Li+], C1CCOC1, [OH-]. Yields the product CCOC(Cc1ccc(-c2cccc(CNCC(=O)OC(C)(C)C)c2)cc1)C(=O)O. Reaction SMILES: [C:1]([CH3:2])([CH3:3])([CH3:4])[O:5][C:6](=[O:7])[CH2:8][NH:9][CH2:10][c:11]1[cH:12][c:13](-[c:17]2[cH:18][cH:19][c:20]([CH2:23][CH:24]([C:25](=[O:26])[O:27][CH3:28])[O:29][CH2:30][CH3:31])[cH:21][cH:22]2)[cH:14][cH:15][cH:16]1.[CH3:32][OH:33].[CH3:42][CH2:43][O:44][C:45](=[O:46])[CH3:47].[ClH:36].[Li+:34].[O:37]1[CH2:38][CH2:39][CH2:40][CH2:41]1.[OH-:35]>>[C:1]([CH3:2])([CH3:3])([CH3:4])[O:5][C:6](=[O:7])[CH2:8][NH:9][CH2:10][c:11]1[cH:12][c:13](-[c:17]2[cH:18][cH:19][c:20]([CH2:23][CH:24]([C:25](=[O:26])[OH:27])[O:29][CH2:30][CH3:31])[cH:21][cH:22]2)[cH:14][cH:15][cH:16]1. Reactants: C(C1=CC=CC=C1)ONC(C(CS(=O)(=O)C1=CC=C(C=C1)OC)CS(=O)(=O)C1=CC=C(C=C1)OC)=O (N-benzyloxy-2-(4-methoxybenzenesulfonylmethyl)-3-(4-methoxybenzenesulfonyl)-propionamide). The reagents and catalysts are [OH-].[OH-].[Pd+2] (Pearlman's catalyst). Run in C(C)O (ethyl alcohol). Conditions: time 8 hour. Product: ONC(C(CS(=O)(=O)C1=CC=C(C=C1)OC)CS(=O)(=O)C1=CC=C(C=C1)OC)=O (N-hydroxy-2-(4-methoxybenzenesulfonylmethyl)-3-(4-methoxybenzenesulfonyl)-propionamide). As a reaction SMILES: C([O:8][NH:9][C:10](=[O:36])[CH:11]([CH2:24][S:25]([C:28]1[CH:33]=[CH:32][C:31]([O:34][CH3:35])=[CH:30][CH:29]=1)(=[O:27])=[O:26])[CH2:12][S:13]([C:16]1[CH:21]=[CH:20][C:19]([O:22][CH3:23])=[CH:18][CH:17]=1)(=[O:15])=[O:14])C1C=CC=CC=1>[OH-].[OH-].[Pd+2].C(O)C>[OH:8][NH:9][C:10](=[O:36])[CH:11]([CH2:24][S:25]([C:28]1[CH:29]=[CH:30][C:31]([O:34][CH3:35])=[CH:32][CH:33]=1)(=[O:27])=[O:26])[CH2:12][S:13]([C:16]1[CH:21]=[CH:20][C:19]([O:22][CH3:23])=[CH:18][CH:17]=1)(=[O:15])=[O:14] |f:1.2.3|. Procedure: A suspension of N-benzyloxy-2-(4-methoxybenzenesulfonylmethyl)-3-(4-methoxybenzenesulfonyl)-propionamide (5.0 g, 9.4 mmol), Pearlman's catalyst (0.9 g), and ethyl alcohol (50 mL) is agitated under hydrogen (20 psig) at room temperature overnight. The reaction mixture is filtered through celite and the soluble solids dissolved with methyl alcohol followed by chloroform/methyl alcohol (9:1). The combined filtrates are concentrated in vacuo to yield N-hydroxy-2-(4-methoxybenzenesulfonylmethyl)-3-(4... Reactants: OCC(C)O (1,2-dihydroxypropane), ClC=1C=C(C=CC1)[C@H]([C@@H](C1=CC=C(C=C1)Cl)NC(C)=O)C=C (N-((1S,2R)-2-(3-chlorophenyl)-1-(4-chlorophenyl)but-3-enyl)acetamide), N1=CC=CC=C1 (pyridine), C(C(=O)Cl)(=O)Cl (oxalyl chloride), Cl (HCl). The solvent is C(C)O (ethanol), C1CCOC1 (THF). Run at temperature 0 celsius, time 1.5 hour. Yields the product ClC=1C=C(C=CC1)[C@H]([C@H](N)C1=CC=C(C=C1)Cl)C=C ((1S,2R)-2-(3-chlorophenyl)-1-(4-chlorophenyl)but-3-en-1-amine). As a reaction SMILES: [Cl:1][C:2]1[CH:3]=[C:4]([C@@H:8]([CH:21]=[CH2:22])[C@H:9]([NH:17]C(=O)C)[C:10]2[CH:15]=[CH:14][C:13]([Cl:16])=[CH:12][CH:11]=2)[CH:5]=[CH:6][CH:7]=1.N1C=CC=CC=1.C(Cl)(=O)C(Cl)=O.OCC(O)C.Cl>C1COCC1.C(O)C>[Cl:1][C:2]1[CH:3]=[C:4]([C@@H:8]([CH:21]=[CH2:22])[C@@H:9]([C:10]2[CH:11]=[CH:12][C:13]([Cl:16])=[CH:14][CH:15]=2)[NH2:17])[CH:5]=[CH:6][CH:7]=1. Procedure details: To a mixture of 4.1 g (12.27 mmol) of N-((1S,2R)-2-(3-chlorophenyl)-1-(4-chlorophenyl)but-3-enyl)acetamide (Example 115, Step D) and pyridine (1.20 mL, 14.72 mmol) in THF (35.0 mL) was added 1.2 mL (13.5 mmol) of oxalyl chloride at 0° C. The resulting light yellow slurry was stirred at 0° C. for 1.5 h. 1,2-dihydroxypropane (1.80 mL, 24.53 mmol) was added in one portion and the reaction was warmed to rt. The mixture was treated with ethanol (16.0 ml) followed by 6 N HCl (16.0 ml). The reaction mi... The reactants are OC1=CC=C(C=C1)CCCN1C=NC=C1 (1-[3-(4-hydroxyphenyl)propyl]imidazole), ClCC=1N=C(OC1)C=1OC=CC1 (4-chloromethyl-2-(2-furyl)oxazole). The product is O1C(=CC=C1)C=1OC=C(N1)COC1=CC=C(C=C1)CCCN1C=NC=C1 (2-(2-furyl)-4-[4-[3-(1-imidazolyl)propyl]phenoxymethyl]oxazole). The yield is 31.0%. RXN SMILES: [OH:1][C:2]1[CH:7]=[CH:6][C:5]([CH2:8][CH2:9][CH2:10][N:11]2[CH:15]=[CH:14][N:13]=[CH:12]2)=[CH:4][CH:3]=1.Cl[CH2:17][C:18]1[N:19]=[C:20]([C:23]2[O:24][CH:25]=[CH:26][CH:27]=2)[O:21][CH:22]=1>>[O:24]1[CH:25]=[CH:26][CH:27]=[C:23]1[C:20]1[O:21][CH:22]=[C:18]([CH2:17][O:1][C:2]2[CH:7]=[CH:6][C:5]([CH2:8][CH2:9][CH2:10][N:11]3[CH:15]=[CH:14][N:13]=[CH:12]3)=[CH:4][CH:3]=2)[N:19]=1. Procedure: In substantially the same manner as in Working Example 109, 1-[3-(4-hydroxyphenyl)propyl]imidazole was allowed to react with 4-chloromethyl-2-(2-furyl)oxazole to give 2-(2-furyl)-4-[4-[3-(1-imidazolyl)propyl]phenoxymethyl]oxazole. The yield was 31%. Recrystallization from ethyl acetate-hexane gave colorless prisms, mp 92-93° C. Starting materials: CC#N, ClCCN1CCOCC1, Cl, [K+], [K+], O=C([O-])[O-], O=Cc1ccc(O)cc1. Product: O=Cc1ccc(OCCN2CCOCC2)cc1. Reaction SMILES: [CH3:26][C:27]#[N:28].[Cl:17][CH2:18][CH2:19][N:20]1[CH2:21][CH2:22][O:23][CH2:24][CH2:25]1.[ClH:16].[K+:10].[K+:11].[O-:12][C:13]([O-:14])=[O:15].[OH:1][c:2]1[cH:3][cH:4][c:5]([CH:6]=[O:7])[cH:8][cH:9]1>>[O:1]([c:2]1[cH:3][cH:4][c:5]([CH:6]=[O:7])[cH:8][cH:9]1)[CH2:18][CH2:19][N:20]1[CH2:21][CH2:22][O:23][CH2:24][CH2:25]1. The reactants are C(C(C)C)C1=CC=CC=C1 (isobutylbenzene), ethyl oxalylchloride, C1(=CC=CC=C1)C1=CC=C(C(=O)C(=O)OCC)C=C1 (ethyl 4-phenylbenzoylformate). Yields the product C(C(C)C)C1=CC=C(C(=O)C(=O)OCC)C=C1 (ethyl 4-isobutylbenzoylformate). Isolated yield 81.0%. As a reaction SMILES: [CH2:1]([C:5]1[CH:10]=[CH:9][CH:8]=[CH:7][CH:6]=1)[CH:2]([CH3:4])[CH3:3].C1(C2C=CC([C:21]([C:23]([O:25][CH2:26][CH3:27])=[O:24])=[O:22])=CC=2)C=CC=CC=1>>[CH2:1]([C:5]1[CH:10]=[CH:9][C:8]([C:21]([C:23]([O:25][CH2:26][CH3:27])=[O:24])=[O:22])=[CH:7][CH:6]=1)[CH:2]([CH3:4])[CH3:3]. Procedure details: A mixture of 27 g (200 mmol) of isobutylbenzene and 24 mL (215 mmol) of ethyl oxalylchloride underwent Friedel-Crafts acylation reaction in an analogous fashion as described for the synthesis of ethyl 4-phenylbenzoylformate to yield 38 g (81% yield) of ethyl 4-isobutylbenzoylformate as a colorless oil.